This data is from the Open Reaction Database (ORD), a public repository of structured organic reaction records. The task is: describe an organic reaction: reactants, conditions, products, and yield The reactants are CC(=O)c1ccc(Sc2ccc(C(C)=O)cc2)cc1, CC(=O)O, [Cl-], [Cl-], [Cl-], CC(Cl)Cl, O, OO, [Ti+3]. The product is CC(=O)c1ccc(S(=O)c2ccc(C(C)=O)cc2)cc1. RXN SMILES: [C:1]([CH3:2])(=[O:3])[c:4]1[cH:5][cH:6][c:7]([S:10][c:11]2[cH:12][cH:13][c:14]([C:17]([CH3:18])=[O:19])[cH:15][cH:16]2)[cH:8][cH:9]1.[CH3:20][C:21]([OH:22])=[O:23].[Cl-:30].[Cl-:31].[Cl-:32].[Cl:24][CH:25]([Cl:26])[CH3:27].[OH2:34].[OH:28][OH:29].[Ti+3:33]>>[C:1]([CH3:2])(=[O:3])[c:4]1[cH:5][cH:6][c:7]([S:10]([c:11]2[cH:12][cH:13][c:14]([C:17]([CH3:18])=[O:19])[cH:15][cH:16]2)=[O:22])[cH:8][cH:9]1.